This data is from the Open Reaction Database (ORD), a public repository of structured organic reaction records. The task is: describe an organic reaction: reactants, conditions, products, and yield Reactants: S(=O)(Cl)Cl (thionyl chloride), O1CCCC1 (tetrahydrofuran), [131I]sodium iodide, CCC(CC=1C(=CC(=C(C1I)N)I)I)C(=O)O (iopanoic acid), ester, C(C(C)(C)C)(=O)O (Pivalic acid). Run in C(Cl)Cl (methylene chloride), C(C)O (ethanol). Reaction conditions: temperature 150 celsius. The product is CCC(CC1=C(C(=C(C=C1I)I)N)I)C(=O)OCC (Ethyl Iopanoate). Reaction SMILES: [CH3:1][CH2:2][CH:3]([C:15]([OH:17])=[O:16])[CH2:4][C:5]1[C:6]([I:14])=[CH:7][C:8]([I:13])=[C:9]([NH2:12])[C:10]=1[I:11].S(Cl)(Cl)=O.O1CC[CH2:24][CH2:23]1.C(O)(=O)C(C)(C)C>C(O)C.C(Cl)Cl>[CH3:1][CH2:2][CH:3]([C:15]([O:17][CH2:23][CH3:24])=[O:16])[CH2:4][C:5]1[C:6]([I:14])=[CH:7][C:8]([I:13])=[C:9]([NH2:12])[C:10]=1[I:11]. Procedure details: 2 g (3.5 mmol) of iopanoic acid was dissolved in 50 ml absolute ethanol, and 0.4 ml (5,25 mmol) thionyl chloride was added. The reaction was refluxed for 3 hours. After cooling, the reaction mixture was evaporated and reconstituted in 100 ml methylene chloride. The organic mixture was washed twice with 25 ml 5% NaOH and twice with 25 ml water. The methylene chloride layer was dried over MgSO4 and evaporated to dryness, yielding 1.73 g of ethyliopanoate (82.4%). The structure was provided by 1H n... The reactants are [N-]=[N+]=[N-].[Na+] (sodium azide), C(C1=CC=CC=C1)N1C(=NC2=C(C1=O)C=CN=C2)C(C(C)C)Br (3-benzyl-2-(1-bromo-2-methylpropyl)pyrido[3,4-d]pyrimidin-4(3H)-one), CCOCC (ether), ice water. The solvent is CN(C)C=O (DMF), CN(C)C=O (DMF). Run at temperature 65 celsius. The product is N(=[N+]=[N-])C(C(C)C)C=1N(C(C2=C(N1)C=NC=C2)=O)CC2=CC=CC=C2 (2-(1-(R,S)-azido-2-methylpropyl)-3-benzylpyrido[3,4-d]pyrimidin-4(3H)-one). Reaction SMILES: [N-:1]=[N+:2]=[N-:3].[Na+].[CH2:5]([N:12]1[C:17](=[O:18])[C:16]2[CH:19]=[CH:20][N:21]=[CH:22][C:15]=2[N:14]=[C:13]1[CH:23](Br)[CH:24]([CH3:26])[CH3:25])[C:6]1[CH:11]=[CH:10][CH:9]=[CH:8][CH:7]=1.CCOCC>CN(C=O)C>[N:1]([CH:23]([C:13]1[N:12]([CH2:5][C:6]2[CH:11]=[CH:10][CH:9]=[CH:8][CH:7]=2)[C:17](=[O:18])[C:16]2[CH:19]=[CH:20][N:21]=[CH:22][C:15]=2[N:14]=1)[CH:24]([CH3:26])[CH3:25])=[N+:2]=[N-:3] |f:0.1|. Reported procedure: To a solution of sodium azide (1.41 g, 21.7 mmol) in DMF (12 mL) was added 3-benzyl-2-(1-bromo-2-methylpropyl)pyrido[3,4-d]pyrimidin-4(3H)-one (5.4 g, 14.50 mmol) in DMF (12 mL). The reaction was heated to 65° C. for 1.5 h, and then the solution was cooled to room temperature. The reaction contents were poured into a separatory funnel filled with ether and ice water. The organic solution was washed with brine and dried over sodium sulfate. Filtration and concentration afforded the title compound...